From a dataset of the Open Reaction Database (ORD), a public repository of structured organic reaction records. describe an organic reaction: reactants, conditions, products, and yield The reactants are BrC1=CC=C(C=C1)Br (1,4-dibromobenzene), C1CCOC1 (THF), C1(CCCCC1)\C=N\[S@@](=O)C(C)(C)C ((S,E)-N-(cyclohexylmethylene)-2-methylpropane-2-sulfinamide), C1(CCCCC1)\C=N\[S@@](=O)C(C)(C)C ((S,E)-N-(cyclohexylmethylene)-2-methylpropane-2-sulfinamide), C1CCOC1 (THF), [Li]CCCC (BuLi). Conditions: temperature -70 celsius, time 1 hour. Product: BrC1=CC=C(C=C1)C(C1CCCCC1)CC(C)([S@](=O)N)C ((S)-(4-bromophenyl(cyclohexyl)methyl)-2-methylpropane-2-sulfinamide). Yield: 22.3%. Reaction SMILES: Br[C:2]1[CH:7]=[CH:6][C:5]([Br:8])=[CH:4][CH:3]=1.[Li][CH2:10][CH2:11][CH2:12][CH3:13].C1(/C=[N:21]/[S@:22]([C:24]([CH3:27])([CH3:26])[CH3:25])=[O:23])CCCCC1.[CH2:28]1[CH2:32]OC[CH2:29]1>>[Br:8][C:5]1[CH:6]=[CH:7][C:2]([CH:10]([CH2:25][C:24]([CH3:27])([S@@:22]([NH2:21])=[O:23])[CH3:26])[CH:11]2[CH2:32][CH2:28][CH2:29][CH2:13][CH2:12]2)=[CH:3][CH:4]=1. Procedure: 1,4-dibromobenzene (20 g, 84.7 mmol) was dissolved in anhydrous THF (300 ml) and the resulting mixture was then cooled to −70° C. Then BuLi (34 mL, 84.6 mmol) was added dropwise at that temperature. The mixture was stirred at −70° C. for 1 hour, then (S,E)-N-(cyclohexylmethylene)-2-methylpropane-2-sulfinamide, 27-a, (14 g, 65 mmol) in anhydrous THF (30 ml) was added dropwise into the mixture at −70° C. The mixture was then stirred overnight from −70° C. to 10° C. The mixture was quenched with sa... Reactants: ICCCC(F)(F)F (4-iodo-1,1,1-trifluorobutane), C(C1=CC=CC=C1)OC1=CC=C(C=C1)O (4-(benzyloxy)phenol), C([O-])([O-])=O.[K+].[K+] (potassium carbonate). Solvent: CN1CCCC1=O (NMP). Reaction conditions: temperature 80 celsius. Product: C(C1=CC=CC=C1)OC1=CC=C(C=C1)OCCCC(F)(F)F (1-(benzyloxy)-4-(4,4,4-trifluorobutoxy)benzene). RXN SMILES: I[CH2:2][CH2:3][CH2:4][C:5]([F:8])([F:7])[F:6].[CH2:9]([O:16][C:17]1[CH:22]=[CH:21][C:20]([OH:23])=[CH:19][CH:18]=1)[C:10]1[CH:15]=[CH:14][CH:13]=[CH:12][CH:11]=1.C(=O)([O-])[O-].[K+].[K+]>CN1C(=O)CCC1>[CH2:9]([O:16][C:17]1[CH:18]=[CH:19][C:20]([O:23][CH2:2][CH2:3][CH2:4][C:5]([F:8])([F:7])[F:6])=[CH:21][CH:22]=1)[C:10]1[CH:11]=[CH:12][CH:13]=[CH:14][CH:15]=1 |f:2.3.4|. Procedure details: 464.5 g (1.95 mol) of 4-iodo-1,1,1-trifluorobutane, 390.4 g (1.95 mol) of 4-(benzyloxy)phenol and 539.5 g (3.90 mol) of potassium carbonate are dissolved in 3 L of NMP. The mixture is heated to 80° C. overnight. The solution is cooled to room temperature and the reaction mixture is extracted with ethyl acetate and water. The organic phase is washed repeatedly with water, dried over sodium sulfate, filtrated and concentrated under reduced pressure to give 580 g of Starting materials: O=C([O-])[O-], CCOC(C)=O, Cc1ccccc1, N#Cc1cccc(Cl)n1, [K+], [K+], O, OB(O)Oc1ccccc1, c1ccc(P(c2ccccc2)(c2ccccc2)[Pd](P(c2ccccc2)(c2ccccc2)c2ccccc2)(P(c2ccccc2)(c2ccccc2)c2ccccc2)P(c2ccccc2)(c2ccccc2)c2ccccc2)cc1. The product is N#Cc1cccc(-c2ccccc2)n1. As a reaction SMILES: [C:20](=[O:21])([O-:22])[O-:23].[CH3:111][CH2:112][O:113][C:114](=[O:115])[CH3:116].[CH3:26][c:27]1[cH:28][cH:29][cH:30][cH:31][cH:32]1.[Cl:1][c:2]1[cH:3][cH:4][cH:5][c:6]([C:8]#[N:9])[n:7]1.[K+:24].[K+:25].[OH2:110].[c:10]1([O:16][B:17]([OH:18])[OH:19])[cH:11][cH:12][cH:13][cH:14][cH:15]1.[cH:33]1[cH:34][cH:35][c:36]([P:37]([Pd:38]([P:39]([c:40]2[cH:41][cH:42][cH:43][cH:44][cH:45]2)([c:46]2[cH:47][cH:48][cH:49][cH:50][cH:51]2)[c:52]2[cH:53][cH:54][cH:55][cH:56][cH:57]2)([P:58]([c:59]2[cH:60][cH:61][cH:62][cH:63][cH:64]2)([c:65]2[cH:66][cH:67][cH:68][cH:69][cH:70]2)[c:71]2[cH:72][cH:73][cH:74][cH:75][cH:76]2)[P:77]([c:78]2[cH:79][cH:80][cH:81][cH:82][cH:83]2)([c:84]2[cH:85][cH:86][cH:87][cH:88][cH:89]2)[c:90]2[cH:91][cH:92][cH:93][cH:94][cH:95]2)([c:96]2[cH:97][cH:98][cH:99][cH:100][cH:101]2)[c:102]2[cH:103][cH:104][cH:105][cH:106][cH:107]2)[cH:108][cH:109]1>>[c:2]1(-[c:10]2[cH:11][cH:12][cH:13][cH:14][cH:15]2)[cH:3][cH:4][cH:5][c:6]([C:8]#[N:9])[n:7]1. The reactants are Cc1cccc(C(=O)Cc2ccnc3ccc(Br)cc23)n1, Cl, NN1CCCC1=O, c1ccncc1. RXN SMILES: [Br:1][c:2]1[cH:3][c:4]2[c:5]([CH2:12][C:13](=[O:14])[c:15]3[n:16][c:17]([CH3:21])[cH:18][cH:19][cH:20]3)[cH:6][cH:7][n:8][c:9]2[cH:10][cH:11]1.[ClH:22].[NH2:23][N:24]1[C:25](=[O:29])[CH2:26][CH2:27][CH2:28]1.[cH:30]1[cH:31][cH:32][n:33][cH:34][cH:35]1>>[Br:1][c:2]1[cH:3][c:4]2[c:5]([CH2:12][C:13]([c:15]3[n:16][c:17]([CH3:21])[cH:18][cH:19][cH:20]3)=[N:23][N:24]3[C:25](=[O:29])[CH2:26][CH2:27][CH2:28]3)[cH:6][cH:7][n:8][c:9]2[cH:10][cH:11]1. Product: Cc1cccc(C(Cc2ccnc3ccc(Br)cc23)=NN2CCCC2=O)n1. Starting materials: CN (methylamine), C1(CCCCC1)N=C=O (Cyclohexylisocyanate), BrC=1N=C2C(=NC1)N(C=C2)COCC[Si](C)(C)C (2-Bromo-5-(2-trimethylsilanyl-ethoxymethyl)-5H-pyrrolo[2,3-b]pyrazine), CNC=1N=C2C(=NC1)N(C=C2)COCC[Si](C)(C)C (Methyl-[5-(2-trimethylsilanyl-ethoxymethyl)-5H-pyrrolo[2,3-b]pyrazin-2-yl]-amine). Solvent: CS(=O)C (DMSO), ClCCCl (1,2-dichloroethane). Conditions: temperature 150 celsius. Yields the product C1(CCCCC1)NC(N(C=1N=C2C(=NC1)N(C=C2)COCC[Si](C)(C)C)C)=O (3-cyclohexyl-1-methyl-1-[5-(2-trimethylsilanyl-ethoxymethyl)-5H-pyrrolo[2,3-b]pyrazin-2-yl]-urea). Isolated yield 27.0%. Reaction SMILES: BrC1N=C2C=CN(COCC[Si](C)(C)C)C2=NC=1.CN.[CH3:21][NH:22][C:23]1[N:24]=[C:25]2[CH:31]=[CH:30][N:29]([CH2:32][O:33][CH2:34][CH2:35][Si:36]([CH3:39])([CH3:38])[CH3:37])[C:26]2=[N:27][CH:28]=1.[CH:40]1([N:46]=[C:47]=[O:48])[CH2:45][CH2:44][CH2:43][CH2:42][CH2:41]1>CS(C)=O.ClCCCl>[CH:40]1([NH:46][C:47](=[O:48])[N:22]([CH3:21])[C:23]2[N:24]=[C:25]3[CH:31]=[CH:30][N:29]([CH2:32][O:33][CH2:34][CH2:35][Si:36]([CH3:39])([CH3:38])[CH3:37])[C:26]3=[N:27][CH:28]=2)[CH2:45][CH2:44][CH2:43][CH2:42][CH2:41]1. Reported procedure: 2-Bromo-5-(2-trimethylsilanyl-ethoxymethyl)-5H-pyrrolo[2,3-b]pyrazine (0.328 g, 1.00 mmol) was dissolved in DMSO (2.5 mL). A solution of methylamine (33 wt % in EtOH, 2.5 mL, 20 mmol) was added and the resulting solution was heated at 150° C. in the sealed tube overnight, then cooled to RT. The reaction mixture was partitioned between EtOAc and H2O. The aqueous layer was extracted with EtOAc. The combined organic layers were washed with brine, dried (MgSO4), filtered and concentrated to give a m... The reactants are CCCN, Clc1nc(N2CCN(c3ccccc3)CC2)nc2c1SCC2, O. Yields the product NCCCc1nc(N2CCN(c3ccccc3)CC2)nc2c1SCC2. RXN SMILES: [CH2:23]([CH2:24][CH3:25])[NH2:26].[Cl:1][c:2]1[c:3]2[c:4]([n:5][c:6]([N:8]3[CH2:9][CH2:10][N:11]([c:14]4[cH:15][cH:16][cH:17][cH:18][cH:19]4)[CH2:12][CH2:13]3)[n:7]1)[CH2:20][CH2:21][S:22]2.[OH2:27]>>[c:2]1([CH2:25][CH2:24][CH2:23][NH2:26])[c:3]2[c:4]([n:5][c:6]([N:8]3[CH2:9][CH2:10][N:11]([c:14]4[cH:15][cH:16][cH:17][cH:18][cH:19]4)[CH2:12][CH2:13]3)[n:7]1)[CH2:20][CH2:21][S:22]2. The product is ClC1=CC=C(C=C1)S(=O)(=O)NC1=CC2=C(N(C(=N2)C2=CC=CC=C2)C2=CC=CC=C2)C=C1 (4-Chloro-N-(1,2-diphenyl-1H-benzimidazol-5-yl)benzenesulfonamide). RXN SMILES: [NH2:1][C:2]1[CH:22]=[CH:21][C:5]2[N:6]([C:15]3[CH:20]=[CH:19][CH:18]=[CH:17][CH:16]=3)[C:7]([C:9]3[CH:14]=[CH:13][CH:12]=[CH:11][CH:10]=3)=[N:8][C:4]=2[CH:3]=1.[Cl:23][C:24]1[CH:29]=[CH:28][C:27]([S:30](Cl)(=[O:32])=[O:31])=[CH:26][CH:25]=1>>[Cl:23][C:24]1[CH:29]=[CH:28][C:27]([S:30]([NH:1][C:2]2[CH:22]=[CH:21][C:5]3[N:6]([C:15]4[CH:16]=[CH:17][CH:18]=[CH:19][CH:20]=4)[C:7]([C:9]4[CH:14]=[CH:13][CH:12]=[CH:11][CH:10]=4)=[N:8][C:4]=3[CH:3]=2)(=[O:32])=[O:31])=[CH:26][CH:25]=1. Reported procedure: 5-Amino-1,2-diphenyl-1H-benzimidazole was reacted with 4-chlorobenzenesulfonic acid chloride according to general operating instructions 13. Reactants: NC1=CC2=C(N(C(=N2)C2=CC=CC=C2)C2=CC=CC=C2)C=C1 (5-Amino-1,2-diphenyl-1H-benzimidazole), ClC1=CC=C(C=C1)S(=O)(=O)Cl (4-chlorobenzenesulfonic acid chloride).